From a dataset of the Open Reaction Database (ORD), a public repository of structured organic reaction records. describe an organic reaction: reactants, conditions, products, and yield Starting materials: CC(C)COC(=O)C(C)O, C1=COCCC1, CCOC(C)=O, O=P(Cl)(Cl)Cl. Yields the product CC(C)COC(=O)C(C)OC1CCCCO1. As a reaction SMILES: [C:7]([CH:8]([OH:9])[CH3:10])(=[O:11])[O:12][CH2:13][CH:14]([CH3:15])[CH3:16].[CH2:1]1[CH2:2][O:3][CH:4]=[CH:5][CH2:6]1.[CH3:22][CH2:23][O:24][C:25](=[O:26])[CH3:27].[P:17]([Cl:18])([Cl:19])([Cl:20])=[O:21]>>[CH2:1]1[CH2:2][O:3][CH:4]([O:9][CH:8]([C:7](=[O:11])[O:12][CH2:13][CH:14]([CH3:15])[CH3:16])[CH3:10])[CH2:5][CH2:6]1. Reactants: [BH4-].[Na+] (Sodium borohydride), FC1=C(C=O)C=C(C=C1)[N+](=O)[O-] (2-fluoro-5-nitrobenzaldehyde). Solvent: CO (methanol). Conditions: temperature 0 celsius, time 0.5 hour. The product is FC1=C(C=C(C=C1)[N+](=O)[O-])CO (1-fluoro-2-hydroxymethyl-4-nitrobenzene). The yield is 83.4%. As a reaction SMILES: [BH4-].[Na+].[F:3][C:4]1[CH:11]=[CH:10][C:9]([N+:12]([O-:14])=[O:13])=[CH:8][C:5]=1[CH:6]=[O:7]>CO>[F:3][C:4]1[CH:11]=[CH:10][C:9]([N+:12]([O-:14])=[O:13])=[CH:8][C:5]=1[CH2:6][OH:7] |f:0.1|. Procedure details: Sodium borohydride (15.0 g, 0.397 mol) was added portionwise to a 0° C. solution of 2-fluoro-5-nitrobenzaldehyde (82.4 g, 0.487 mol) in anhydrous methanol (1 L). The reaction mixture was stirred at 0° C. for 0.5 hours and was quenched by adding 1N hydrochloric acid solution (500 mL), which resulted in a pH range of between 4 and 5. The product, which precipitated out when methanol was removed, was collected by filtration. To obtain additional product, the filtrate was extracted with ether (4×500... The reactants are CCOC(=O)Cn1ccc2ccc(O)cc21, CCCCP(CCCC)CCCC, Cn1nc(-c2ccc(F)c(C(F)(F)F)c2)cc1CO. Yields the product CCOC(=O)Cn1ccc2ccc(OCc3cc(-c4ccc(F)c(C(F)(F)F)c4)nn3C)cc21. Reaction SMILES: [CH2:1]([CH3:2])[O:3][C:4]([CH2:5][n:6]1[cH:7][cH:8][c:9]2[cH:10][cH:11][c:12]([OH:15])[cH:13][c:14]12)=[O:16].[CH2:36]([P:37]([CH2:38][CH2:39][CH2:40][CH3:41])[CH2:42][CH2:43][CH2:44][CH3:45])[CH2:46][CH2:47][CH3:48].[F:17][c:18]1[c:19]([C:32]([F:33])([F:34])[F:35])[cH:20][c:21](-[c:24]2[cH:25][c:26]([CH2:30][OH:31])[n:27]([CH3:29])[n:28]2)[cH:22][cH:23]1>>[CH2:1]([CH3:2])[O:3][C:4]([CH2:5][n:6]1[cH:7][cH:8][c:9]2[cH:10][cH:11][c:12]([O:15][CH2:30][c:26]3[cH:25][c:24](-[c:21]4[cH:20][c:19]([C:32]([F:33])([F:34])[F:35])[c:18]([F:17])[cH:23][cH:22]4)[n:28][n:27]3[CH3:29])[cH:13][c:14]12)=[O:16]. The reactants are O (water), ClC=1CS[C@H]2N(C1C(=O)OC(C1=CC=CC=C1)C1=CC=CC=C1)C(C2NC(CC2=CC=CC=C2)=O)=O (benzhydryl 3-chloro-7-phenylacetamido-3-cephem-4-carboxylate), O (water). The reagents and catalysts are [Zn] (zinc). The solvent is C(Cl)Cl (methylene chloride), C(C)(=O)O (acetic acid), C(Cl)Cl (methylene chloride). Run at time 1 hour. Yields the product C1(=CC=CC=C1)CC(=O)NC1[C@@H]2N(C(=CCS2)C(=O)OC(C2=CC=CC=C2)C2=CC=CC=C2)C1=O (benzhydryl 7-phenylacetamido-3-cephem-4-carboxylate). Yield: 89.3%. Reaction SMILES: Cl[C:2]1[CH2:3][S:4][C@@H:5]2[CH:25]([NH:26][C:27](=[O:35])[CH2:28][C:29]3[CH:34]=[CH:33][CH:32]=[CH:31][CH:30]=3)[C:24](=[O:36])[N:6]2[C:7]=1[C:8]([O:10][CH:11]([C:18]1[CH:23]=[CH:22][CH:21]=[CH:20][CH:19]=1)[C:12]1[CH:17]=[CH:16][CH:15]=[CH:14][CH:13]=1)=[O:9].O>C(O)(=O)C.C(Cl)Cl.[Zn]>[C:29]1([CH2:28][C:27]([NH:26][CH:25]2[C:24](=[O:36])[N:6]3[C:7]([C:8]([O:10][CH:11]([C:12]4[CH:13]=[CH:14][CH:15]=[CH:16][CH:17]=4)[C:18]4[CH:19]=[CH:20][CH:21]=[CH:22][CH:23]=4)=[O:9])=[CH:2][CH2:3][S:4][C@H:5]23)=[O:35])[CH:34]=[CH:33][CH:32]=[CH:31][CH:30]=1. Procedure: To benzhydryl 3-chloro-7-phenylacetamido-3-cephem-4-carboxylate (1.038 g) in a mixture of acetic acid (30 ml) and methylene chloride (10 ml) one adds activated zinc powder (3.9 g), stirs at room temperature for 1 hour, filters, dilutes with water, extracts with methylene chloride, washes with water, dries, concentrates, and crystallizes from ether to give benzhydryl 7-phenylacetamido-3-cephem-4-carboxylate (865 mg), m.p. 168°-170° C. Starting materials: C(CCC)[Li] (n-butyl lithium), solution, C(C)(C)NC(C)C (diisopropylamine), CCCCCC (hexane), C1(=CC=CC=C1)C(C(=O)OC)C (methyl 2-phenylpropionate), BrCCCBr (1,3-dibromopropane). The solvent is O1CCCC1 (tetrahydrofuran). Run at temperature -10 celsius, time 10 minute. Yields the product BrCCCC(CC(=O)OC)(C1=CC=CC=C1)C (methyl 5-bromo-2-methyl-2-phenyl-pentanecarboxylate). As a reaction SMILES: C([Li])CCC.C(N[CH:10]([CH3:12])[CH3:11])(C)C.C1([CH:19](C)[C:20]([O:22][CH3:23])=[O:21])C=CC=CC=1.[Br:25][CH2:26][CH2:27][CH2:28]Br.[CH3:30][CH2:31][CH2:32][CH2:33][CH2:34]C>O1CCCC1>[Br:25][CH2:26][CH2:27][CH2:28][C:10]([CH3:11])([C:12]1[CH:34]=[CH:33][CH:32]=[CH:31][CH:30]=1)[CH2:19][C:20]([O:22][CH3:23])=[O:21]. Reported procedure: 15 g (0.234 mol) of n-butyl lithium as a 2.5 molar solution in hexane are added dropwise to a solution of 32.8 ml (0.234 mol) of diisopropylamine in 200 ml of anhydrous tetrahydrofuran at −30° C. and stirred for 10 minutes at −10° C. 38.4 g (0.234 mol) of methyl 2-phenylpropionate are added dropwise at −76° C. and stirred for 30 minutes at this temperature. Then 26.3 ml (0.257 mol) of 1,3-dibromopropane are added, when the addition has ended the cooling bath is removed and the mixture is stirred...